This data is from the Open Reaction Database (ORD), a public repository of structured organic reaction records. The task is: describe an organic reaction: reactants, conditions, products, and yield Reactants: C(CC(=O)C)(=O)OCC (Ethyl acetoacetate), [Na] (sodium), ClC1=C(OCC(=O)O)C=CC(=C1Cl)C(C=CC1=CC=CC=C1)=O ([2,3-dichloro-4-(3-phenyl-1-oxo-2-propenyl)phenoxy]acetic acid). The solvent is C(C)O (ethanol). The product is C(=O)(O)COC1=C(C(=C(C=C1)C1=CC(C(C(C1)C1=CC=CC=C1)C(=O)OCC)=O)Cl)Cl (ethyl 4-[4-(carboxymethoxy)-2,3-dichlorophenyl]-2-oxo-6-phenyl-3-cyclohexene-1-carboxylate). RXN SMILES: [C:1]([O:7][CH2:8][CH3:9])(=[O:6])[CH2:2][C:3]([CH3:5])=[O:4].[Na].[Cl:11][C:12]1[C:22]([Cl:23])=[C:21]([C:24](=O)[CH:25]=[CH:26][C:27]2[CH:32]=[CH:31][CH:30]=[CH:29][CH:28]=2)[CH:20]=[CH:19][C:13]=1[O:14][CH2:15][C:16]([OH:18])=[O:17]>C(O)C>[C:16]([CH2:15][O:14][C:13]1[CH:19]=[CH:20][C:21]([C:24]2[CH2:25][CH:26]([C:27]3[CH:28]=[CH:29][CH:30]=[CH:31][CH:32]=3)[CH:2]([C:1]([O:7][CH2:8][CH3:9])=[O:6])[C:3](=[O:4])[CH:5]=2)=[C:22]([Cl:23])[C:12]=1[Cl:11])([OH:18])=[O:17] |^1:9|. Procedure details: Ethyl acetoacetate (6.85 g, 0.0526M) was added at 70° to a solution of sodium (1.21 g, 0.0526M) dissolved in ethanol (150 ml). After a few minutes [2,3-dichloro-4-(3-phenyl-1-oxo-2-propenyl)phenoxy]acetic acid (8.7 g, 0.0248M) was added and the suspension was stirred at reflux for 3 hours, cooled and concentrated under vacuum. The residue was taken up in water, acidified with hydrochloric acid and extracted with methylene chloride. The organic extracts were washed with water dried over MgSO4 and... The reactants are C(CCC)OC(CC1N(CCC2=C(C(=CC=C12)C#N)C)C(=O)OC(C)(C)C)=O (1,1-dimethylethyl 1-[2-(butyloxy)-2-oxoethyl]-6-cyano-5-methyl-3,4-dihydro-2(1H)-isoquinolinecarboxylate), Cl.NO (hydroxylamine hydrochloride), Cl.NO (hydroxylamine hydrochloride), C([O-])(O)=O.[Na+] (sodium bicarbonate). Run in C(C)O (ethanol). Run at temperature 80 celsius, time 8 hour. Product: C(CCC)OC(CC1N(CCC2=C(C(=CC=C12)C(=N)NO)C)C(=O)OC(C)(C)C)=O (1,1-Dimethylethyl 1-[2-(butyloxy)-2-oxoethyl]-6-[(hydroxyamino)(imino)methyl]-5-methyl-3,4-dihydro-2(1H)-isoquinolinecarboxylate). Yield: 85.2%. As a reaction SMILES: [CH2:1]([O:5][C:6](=[O:28])[CH2:7][CH:8]1[C:17]2[C:12](=[C:13]([CH3:20])[C:14]([C:18]#[N:19])=[CH:15][CH:16]=2)[CH2:11][CH2:10][N:9]1[C:21]([O:23][C:24]([CH3:27])([CH3:26])[CH3:25])=[O:22])[CH2:2][CH2:3][CH3:4].Cl.[NH2:30][OH:31].C(=O)(O)[O-].[Na+]>C(O)C>[CH2:1]([O:5][C:6](=[O:28])[CH2:7][CH:8]1[C:17]2[C:12](=[C:13]([CH3:20])[C:14]([C:18]([NH:30][OH:31])=[NH:19])=[CH:15][CH:16]=2)[CH2:11][CH2:10][N:9]1[C:21]([O:23][C:24]([CH3:27])([CH3:26])[CH3:25])=[O:22])[CH2:2][CH2:3][CH3:4] |f:1.2,3.4|. Reported procedure: A flask was charged with 1,1-dimethylethyl 1-[2-(butyloxy)-2-oxoethyl]-6-cyano-5-methyl-3,4-dihydro-2(1H)-isoquinolinecarboxylate (Preparation 18; 590 mg; 1.53 mmol), hydroxylamine hydrochloride (637 mg; 9.16 mmol) (769 mg; 9.16 mmol) followed by ethanol (15 ml) and the resulting suspension was stirred at 80° C. overnight. More hydroxylamine hydrochloride and sodium bicarbonate (3 equivalents of each) were added and the mixture stirred at 80° C. for ca. 14 h. The mixture was cooled to room tempe... Reactants: CC1=CN(C(=O)NC1=O)[C@H]2C[C@@H]([C@H](O2)CO)N=[N+]=[N-] (AZT), C[O-].[Na+] (sodium methoxide), BrCC(=O)OCC (ethyl bromoacetate), C[O-].[Na+] (NaOMe), BrCC(=O)OCC (ethyl bromoacetate), O (water). Solvent: CN1CCCN(C1=O)C (DMPU). Conditions: time 30 minute. Product: C(=O)(OCC)N1C(N([C@H]2C[C@@H]([C@@H](CO)O2)N=[N+]=[N-])C=C(C1=O)C)=O (3-carbethoxy-3'-azido-3'-deoxythymidine). As a reaction SMILES: [CH3:1][C:2]1[C:8](=[O:9])[NH:7][C:5](=[O:6])[N:4]([C@@H:10]2[O:14][C@H:13]([CH2:15][OH:16])[C@@H:12]([N:17]=[N+:18]=[N-:19])[CH2:11]2)[CH:3]=1.C[O-].[Na+].BrC[C:25]([O:27][CH2:28][CH3:29])=[O:26].O>CN1C(=O)N(C)CCC1>[C:25]([N:7]1[C:8](=[O:9])[C:2]([CH3:1])=[CH:3][N:4]([C@@H:10]2[O:14][C@H:13]([CH2:15][OH:16])[C@@H:12]([N:17]=[N+:18]=[N-:19])[CH2:11]2)[C:5]1=[O:6])([O:27][CH2:28][CH3:29])=[O:26] |f:1.2|. Procedure details: A solution of 267 mg AZT in 1 ml DMPU was treated with 500 ul of sodium methoxide solution (4.4M NaOMe, in MeOH) and 250 ul of ethyl bromoacetate and stirred 30 minutes at room temperature. Another 500 ul NaOMe solution and 250 ul ethyl bromoacetate were added and the mixture was heated 1 hourat 60° C. in a water bath. The resulting suspension was diluted with15 ml deionized water and extracted with EtOAc. The organic phase was washed, first with 5% NaHCO3 then saturated NaCl solution, concentra... Product: O=C(O)c1ccc(S(=O)(=O)N=Cc2ccc(Cl)cc2)cc1. RXN SMILES: [C:10](=[O:11])([OH:12])[c:13]1[cH:14][cH:15][c:16]([S:19](=[O:20])(=[O:21])[NH2:22])[cH:17][cH:18]1.[CH3:23][c:24]1[cH:25][cH:26][c:27]([S:28]([OH:29])(=[O:30])=[O:31])[cH:32][cH:33]1.[CH3:34][c:35]1[cH:36][cH:37][cH:38][cH:39][cH:40]1.[Cl:1][c:2]1[cH:3][cH:4][c:5]([CH:6]=[O:7])[cH:8][cH:9]1>>[Cl:1][c:2]1[cH:3][cH:4][c:5]([CH:6]=[N:22][S:19]([c:16]2[cH:15][cH:14][c:13]([C:10](=[O:11])[OH:12])[cH:18][cH:17]2)(=[O:20])=[O:21])[cH:8][cH:9]1. The reactants are NS(=O)(=O)c1ccc(C(=O)O)cc1, Cc1ccc(S(=O)(=O)O)cc1, Cc1ccccc1, O=Cc1ccc(Cl)cc1. Reactants: 19.6, C1(=CC=CC=C1)P(C1=CC=CC=C1)C1=CC=CC=C1 (triphenyl phosphine), CCOC(=O)/N=N/C(=O)OCC (diethyl diazenedicarboxylate), 16.5, C1(=CC=CC=C1)CN1CCC(CC1)CCO (1-(phenylmethyl)-4-piperidineethanol), OC1=CC=C(C(=O)OCC)C=C1 (ethyl 4-hydroxybenzoate). Run in O1CCCC1 (tetrahydrofuran), O1CCCC1 (tetrahydrofuran). Run at time 15 minute. The product is 15, C(\C=C/C(=O)O)(=O)O.C1(=CC=CC=C1)CN1CCC(CC1)CCOC1=CC=C(C(=O)OCC)C=C1 (ethyl 4-[2-[ 1-(phenylmethyl)-4-piperidinyl]ethoxy]benzoate (Z)-2-butenedioate). Isolated yield 42.0%. RXN SMILES: C1(P(C2C=CC=CC=2)C2C=CC=CC=2)C=CC=CC=1.CCOC(/N=N/C([O:29][CH2:30][CH3:31])=O)=O.[C:32]1([CH2:38][N:39]2[CH2:44][CH2:43][CH:42]([CH2:45][CH2:46][OH:47])[CH2:41][CH2:40]2)[CH:37]=[CH:36][CH:35]=[CH:34][CH:33]=1.[OH:48][C:49]1[CH:59]=[CH:58][C:52]([C:53]([O:55][CH2:56][CH3:57])=[O:54])=[CH:51][CH:50]=1>O1CCCC1>[C:30]([OH:29])(=[O:47])/[CH:31]=[CH:52]\[C:53]([OH:55])=[O:54].[C:32]1([CH2:38][N:39]2[CH2:44][CH2:43][CH:42]([CH2:45][CH2:46][O:48][C:49]3[CH:50]=[CH:51][C:52]([C:53]([O:55][CH2:56][CH3:57])=[O:54])=[CH:58][CH:59]=3)[CH2:41][CH2:40]2)[CH:37]=[CH:36][CH:35]=[CH:34][CH:33]=1 |f:5.6|. Procedure: To a stirred and cooled (-10° C.) mixture of 19.6 parts of triphenyl phosphine and 54 parts of tetrahydrofuran were added portionwise 13.7 parts of diethyl diazenedicarboxylate (exothermic reaction). Upon completion, stirring was continued for 15 minutes and then a solution of 16.5 parts of 1-(phenylmethyl)-4-piperidineethanol and 12.5 parts of ethyl 4-hydroxybenzoate in 54 parts of tetrahydrofuran was added dropwise at a temperature between 0° and -5° C. After complete addition, the whole was s... Reactants: CS(=O)(=O)C1=C(C=CC=C1)C1=CC=C(C=C1)[N+](=O)[O-] (2-methanesulfonyl-4′-nitrobiphenyl). Run in C1CCOC1 (THF), C1CCOC1 (THF). Yields the product CS(=O)(=O)C1=C(C=CC=C1)C1=CC=C(C=C1)N (2′-Methanesulfonylbiphenyl-4-ylamine). Reaction SMILES: [CH3:1][S:2]([C:5]1[CH:10]=[CH:9][CH:8]=[CH:7][C:6]=1[C:11]1[CH:16]=[CH:15][C:14]([N+:17]([O-])=O)=[CH:13][CH:12]=1)(=[O:4])=[O:3]>C1COCC1>[CH3:1][S:2]([C:5]1[CH:10]=[CH:9][CH:8]=[CH:7][C:6]=1[C:11]1[CH:12]=[CH:13][C:14]([NH2:17])=[CH:15][CH:16]=1)(=[O:3])=[O:4]. Reported procedure: A solution of 17.0 g (61.3 mmol) of 2-methanesulfonyl-4′-nitrobiphenyl in 170 ml of THF is treated with 3.5 g of THF-moist Raney nickel and hydrogenated at room temperature and normal pressure until the completion of hydrogen absorption (18 hours). The catalyst is filtered off and the filtrate is evaporated. A colourless solid is obtained; FAB 248 The reactants are CC(=O)NCCSC1=C(C(=O)OCc2ccc([N+](=O)[O-])cc2)N2C(=O)C(C(C)Sc3ccccc3)C2C1, O=C([O-])O, [Na+], C1COCCO1, O. The product is CC(=O)NCCSC1=C(C(=O)[O-])N2C(=O)C(C(C)Sc3ccccc3)C2C1, [Na+]. Reaction SMILES: [C:1]([CH3:2])(=[O:3])[NH:4][CH2:5][CH2:6][S:7][C:8]1=[C:9]([C:25](=[O:26])[O:27][CH2:28][c:29]2[cH:30][cH:31][c:32]([N+:33]([O-:34])=[O:35])[cH:36][cH:37]2)[N:10]2[C:11](=[O:24])[CH:12]([CH:15]([CH3:16])[S:17][c:18]3[cH:19][cH:20][cH:21][cH:22][cH:23]3)[CH:13]2[CH2:14]1.[C:38](=[O:39])([O-:40])[OH:41].[Na+:42].[O:43]1[CH2:44][CH2:45][O:46][CH2:47][CH2:48]1.[OH2:49]>>[C:1]([CH3:2])(=[O:3])[NH:4][CH2:5][CH2:6][S:7][C:8]1=[C:9]([C:25](=[O:26])[O-:27])[N:10]2[C:11](=[O:24])[CH:12]([CH:15]([CH3:16])[S:17][c:18]3[cH:19][cH:20][cH:21][cH:22][cH:23]3)[CH:13]2[CH2:14]1.[Na+:42]. The reactants are ClC1=C(C(=O)NC2=CC(=NN2C2=CC=CC=C2)C(=O)O)C=C(C(=C1)Cl)C1=NC=CC=C1F (5-(2,4-dichloro-5-(3-fluoropyridin-2-yl)benzamido)-1-phenyl-1H-pyrazole-3-carboxylic acid), C(C)(C)N(C(C)C)CC (N,N-diisopropylethylamine), [B-](F)(F)(F)F.CN(C)C(=[N+](C)C)ON1C=CC=CC1=O (TPTU), NC1(CC1)C(=O)NC (1-Amino-N-methylcyclopropanecarboxamide). Solvent: CN(C)C=O (DMF), O (water). Reaction conditions: time 5 minute. The product is ClC1=C(C(=O)NC2=CC(=NN2C2=CC=CC=C2)C(=O)NC2(CC2)C(NC)=O)C=C(C(=C1)Cl)C1=NC=CC=C1F (5-{[2,4-dichloro-5-(3-fluoropyridin-2-yl)benzoyl]amino}-N-[1-(methylcarbamoyl)cyclopropyl]-1-phenyl-1H-pyrazole-3-carboxamide). Isolated yield 79.1%. As a reaction SMILES: [Cl:1][C:2]1[CH:24]=[C:23]([Cl:25])[C:22]([C:26]2[C:31]([F:32])=[CH:30][CH:29]=[CH:28][N:27]=2)=[CH:21][C:3]=1[C:4]([NH:6][C:7]1[N:11]([C:12]2[CH:17]=[CH:16][CH:15]=[CH:14][CH:13]=2)[N:10]=[C:9]([C:18](O)=[O:19])[CH:8]=1)=[O:5].C(N(CC)C(C)C)(C)C.[B-](F)(F)(F)F.CN(C(ON1C(=O)C=CC=C1)=[N+](C)C)C.[NH2:62][C:63]1([C:66]([NH:68][CH3:69])=[O:67])[CH2:65][CH2:64]1>CN(C=O)C.O>[Cl:1][C:2]1[CH:24]=[C:23]([Cl:25])[C:22]([C:26]2[C:31]([F:32])=[CH:30][CH:29]=[CH:28][N:27]=2)=[CH:21][C:3]=1[C:4]([NH:6][C:7]1[N:11]([C:12]2[CH:17]=[CH:16][CH:15]=[CH:14][CH:13]=2)[N:10]=[C:9]([C:18]([NH:62][C:63]2([C:66](=[O:67])[NH:68][CH3:69])[CH2:65][CH2:64]2)=[O:19])[CH:8]=1)=[O:5] |f:2.3|. Procedure: To a solution of 5-(2,4-dichloro-5-(3-fluoropyridin-2-yl)benzamido)-1-phenyl-1H-pyrazole-3-carboxylic acid (Example 107, 961 mg, 2.04 mmol) in DMF (20 mL), were added N,N-diisopropylethylamine (0.8 mL, 5.5 mmol) and TPTU (848 mg, 2.85 mmol) and the mixture stirred at room temperature for 5 minutes. 1-Amino-N-methylcyclopropanecarboxamide (PCT Int. Appl., 2008051547) (300 mg, 2.65 mmol) was then added and the mixture stirred for 30 minutes. The reaction mixture was diluted with water (100 mL) and... The reactants are ClC=1C(=NC=CN1)OC1=CC(=C(C=C1)NC=1SC2=C(N1)C=CC=C2)F (N-(4-(3-chloropyrazin-2-yloxy)-2-fluorophenyl)benzo[d]thiazol-2-amine), CC1(OB(OC1(C)C)C1=CC(CCC1)=O)C (3-(4,4,5,5-tetramethyl-1,3,2-dioxaborolan-2-yl)cyclohex-2-enone), C([O-])([O-])=O.[Na+].[Na+] (sodium carbonate), O (Water). Reagents/catalysts: Cl[Pd]([P](C1=CC=CC=C1)(C2=CC=CC=C2)C3=CC=CC=C3)([P](C4=CC=CC=C4)(C5=CC=CC=C5)C6=CC=CC=C6)Cl (dichlorobis(triphenylphosphine)palladium(ii)). Solvent: COCCOC.O.CCO (DME H2O EtOH). Reaction conditions: temperature 140 celsius. Yields the product S1C(=NC2=C1C=CC=C2)NC2=C(C=C(OC=1C(=NC=CN1)C1=CC(CCC1)=O)C=C2)F (3-(3-(4-(benzo[d]thiazol-2-ylamino)-3-fluorophenoxy)pyrazin-2-yl)cyclohex-2-enone). Reaction SMILES: Cl[C:2]1[C:3]([O:8][C:9]2[CH:14]=[CH:13][C:12]([NH:15][C:16]3[S:17][C:18]4[CH:24]=[CH:23][CH:22]=[CH:21][C:19]=4[N:20]=3)=[C:11]([F:25])[CH:10]=2)=[N:4][CH:5]=[CH:6][N:7]=1.CC1(C)C(C)(C)OB([C:34]2[CH2:39][CH2:38][CH2:37][C:36](=[O:40])[CH:35]=2)O1.C(=O)([O-])[O-].[Na+].[Na+].O>COCCOC.O.CCO.Cl[Pd](Cl)([P](C1C=CC=CC=1)(C1C=CC=CC=1)C1C=CC=CC=1)[P](C1C=CC=CC=1)(C1C=CC=CC=1)C1C=CC=CC=1>[S:17]1[C:18]2[CH:24]=[CH:23][CH:22]=[CH:21][C:19]=2[N:20]=[C:16]1[NH:15][C:12]1[CH:13]=[CH:14][C:9]([O:8][C:3]2[C:2]([C:34]3[CH2:39][CH2:38][CH2:37][C:36](=[O:40])[CH:35]=3)=[N:7][CH:6]=[CH:5][N:4]=2)=[CH:10][C:11]=1[F:25] |f:2.3.4,6.7.8,^1:61,80|. Procedure details: A mixture of N-(4-(3-chloropyrazin-2-yloxy)-2-fluorophenyl)benzo[d]thiazol-2-amine (2098 mg, 5.63 mmol), 3-(4,4,5,5-tetramethyl-1,3,2-dioxaborolan-2-yl)cyclohex-2-enone (1000 mg, 4.50 mmol), dichlorobis(triphenylphosphine)palladium(ii) (316 mg, 0.450 mmol), and sodium carbonate (1432 mg, 13.51 mmol) in DME/H2O/EtOH (7:3:2, 36 ml) was heated to 140° C. for 3 h. Water (100 ml) was added and the reaction mixture was extracted with EtAOc (3×100 ml). The combined organic layers were washed with brine... The reactants are ClC1=NC(=NC(=N1)Cl)NN1C(NC(C1)=O)=O (1-(4,6-dichloro-[1,3,5]-triazin-2-yl-amino)-imidazolidine-2,4-dione), C(=O)([O-])[O-].[K+].[K+] (K2CO3), COC1=CC=C(C=C1)CN ((4-methoxyphenyl)-methanamine). The solvent is CC#N (CH3CN). Run at time 8 hour. Yields the product ClC1=NC(=NC(=N1)NCC1=CC=C(C=C1)OC)NN1C(NC(C1)=O)=O (1-[4-chloro-6-(4-methoxybenzyl)amino-{1,3,5}-triazin-2-yl-amino]-imidazolidine-2,4-dione). Isolated yield 65.9%. As a reaction SMILES: Cl[C:2]1[N:7]=[C:6]([Cl:8])[N:5]=[C:4]([NH:9][N:10]2[CH2:14][C:13](=[O:15])[NH:12][C:11]2=[O:16])[N:3]=1.C([O-])([O-])=O.[K+].[K+].[CH3:23][O:24][C:25]1[CH:30]=[CH:29][C:28]([CH2:31][NH2:32])=[CH:27][CH:26]=1>CC#N>[Cl:8][C:6]1[N:7]=[C:2]([NH:32][CH2:31][C:28]2[CH:29]=[CH:30][C:25]([O:24][CH3:23])=[CH:26][CH:27]=2)[N:3]=[C:4]([NH:9][N:10]2[CH2:14][C:13](=[O:15])[NH:12][C:11]2=[O:16])[N:5]=1 |f:1.2.3|. Procedure details: To a mixture of 1-(4,6-dichloro-[1,3,5]-triazin-2-yl-amino)-imidazolidine-2,4-dione (Example 1.1, Part A) (3.84 g, 14.6 mmol) and K2CO3 (4.4 g, 31.8 mmol) in CH3CN (50 mL) was added (4-methoxyphenyl)-methanamine (2.0 g, 14.6 mmol) drop-wise at 0° C. The mixture was stirred at r.t. overnight. TLC showed the reaction was complete. The mixture was filtered and the cake was portioned between water and EtOAc. The organic layer was separated, and the aqueous layer was extracted with EtOAc. The combine...